This data is from the Open Reaction Database (ORD), a public repository of structured organic reaction records. The task is: describe an organic reaction: reactants, conditions, products, and yield Reactants: FC=1C=C(C=CC1OC)C(CC)=O (1-(3-Fluoro-4-methoxyphenyl)propan-1-one), C(=O)([O-])[O-].[Na+].[Na+] (Na2CO3). The solvent is Br (HBr). The product is FC=1C=C(C=CC1O)C(CC)=O (1-(3-fluoro-4-hydroxyphenyl)propan-1-one). Yield: 66.2%. As a reaction SMILES: [F:1][C:2]1[CH:3]=[C:4]([C:10](=[O:13])[CH2:11][CH3:12])[CH:5]=[CH:6][C:7]=1[O:8]C.C([O-])([O-])=O.[Na+].[Na+]>Br>[F:1][C:2]1[CH:3]=[C:4]([C:10](=[O:13])[CH2:11][CH3:12])[CH:5]=[CH:6][C:7]=1[OH:8] |f:1.2.3|. Reported procedure: 1-(3-Fluoro-4-methoxyphenyl)propan-1-one (421 mg, 2.31 mmol) in 20 mL 40% HBr was refluxed for 1 h., neutralized with solid Na2CO3 at 0° C., and extracted with EtOAc. The extract was washed with brine, dried, concentrated, and purified by column chromatography (eluent: petroleum ether/EtOAc=5/1) over silica gel to give the product (257 mg, 66% yield) as a yellow solid. The reactants are Cl (HCl), Cl.BrC1=C(N)C=C(C=C1)F (2-bromo-5-fluoroaniline hydrochloride), N(=O)[O-].[Na+] (NaNO2), N(=O)[O-].[Na+] (sodium nitrite), N(=O)[O-].[Na+] (NaNO2), stannous chloride, Cl[Sn]Cl (SnCl2), Cl (HCl). The solvent is O (water), O (water). Run at time 5 minute. Yields the product Cl.BrC1=C(C=C(C=C1)F)NN ((2-Bromo-5-fluoro-phenyl)-hydrazine hydrochloride). Reaction SMILES: Cl.[Br:2][C:3]1[CH:9]=[CH:8][C:7]([F:10])=[CH:6][C:4]=1[NH2:5].Cl.[N:12]([O-])=O.[Na+].[Cl:16][Sn]Cl>O>[ClH:16].[Br:2][C:3]1[CH:9]=[CH:8][C:7]([F:10])=[CH:6][C:4]=1[NH:5][NH2:12] |f:0.1,3.4,7.8|. Procedure details: To a mechanically stirred suspension of 2-bromo-5-fluoroaniline hydrochloride (94.7 g, 0.418 mol; obtained above) in a mixture of conc-HCl (250 mL) and water (250 mL) was added drop-wise a solution of sodium nitrite, NaNO2 (29 g, 0.420 mol) in water (60 mL) in a dry-ice/acetone bath, maintaining the bath temperature at −5–0° C. over a period of 10–15 min. Additional NaNO2 (1 g) was added and stirred at the same temperature for 5 min to obtain a clear solution. To this clear solution was added a ... The reactants are C[Mg]Br (methylmagnesium bromide), C(C)(C)(C)C=1C=C(C(=O)N(C)OC)C=C(C1)OCCOC (3-tert-Butyl-N-methoxy-5-(2-methoxyethoxy)-N-methylbenzamide), Cl (hydrochloric acid). The solvent is O (water), C1CCOC1 (THF). Run at time 2 hour. Product: C(C)(C)(C)C=1C=C(C=C(C1)OCCOC)C(C)=O (1-[3-tert-Butyl-5-(2-methoxyethoxy)phenyl]ethanone). As a reaction SMILES: [C:1]([C:5]1[CH:6]=[C:7]([CH:14]=[C:15]([O:17][CH2:18][CH2:19][O:20][CH3:21])[CH:16]=1)[C:8](N(OC)C)=[O:9])([CH3:4])([CH3:3])[CH3:2].[CH3:22][Mg]Br.Cl>C1COCC1.O>[C:1]([C:5]1[CH:6]=[C:7]([C:8](=[O:9])[CH3:22])[CH:14]=[C:15]([O:17][CH2:18][CH2:19][O:20][CH3:21])[CH:16]=1)([CH3:2])([CH3:3])[CH3:4]. Procedure: 3-tert-Butyl-N-methoxy-5-(2-methoxyethoxy)-N-methylbenzamide (O3.043; 1.35 g) was dissolved in THF (40 ml), methylmagnesium bromide (3.05 ml, 3 M in ether) was added dropwise at 0° C. and then the mixture was stirred at RT for 2 h. Then the mixture was admixed with 1 N hydrochloric acid (50 ml), diluted with water and extracted by shaking three times with EA. Then the combined EA phases were dried over magnesium sulfate, filtered and concentrated. The residue was purified using silica gel (40 g ... The reactants are OCC1=CNC(N1[C@@H]1CC2=CC(=CC(=C2CC1)F)F)=S ((S)-5-hydroxymethyl-1-(5,7-difluoro-1,2,3,4-tetrahydronaphthalen-2-yl)-1,3-dihydroimidazole-2-thione), C(=O)[O-].[NH4+] (ammonium formate). Solvent: O (water). Reaction conditions: temperature 125 celsius, time 1 hour. Yields the product FC1=C2CC[C@@H](CC2=CC(=C1)F)N1C(NC=C1CNC=O)=S ((S)-N-[3-(5,7-difluoro-1,2,3,4-tetrahydronaphthalen-2-yl)-2-thioxo-2,3-dihydro-1H-imidazol-4-ylmethyl]formamide). Isolated yield 84.6%. Reaction SMILES: O[CH2:2][C:3]1[N:7]([C@H:8]2[CH2:17][CH2:16][C:15]3[C:10](=[CH:11][C:12]([F:19])=[CH:13][C:14]=3[F:18])[CH2:9]2)[C:6](=[S:20])[NH:5][CH:4]=1.[CH:21]([O-:23])=O.[NH4+:24]>O>[F:18][C:14]1[CH:13]=[C:12]([F:19])[CH:11]=[C:10]2[C:15]=1[CH2:16][CH2:17][C@H:8]([N:7]1[C:3]([CH2:2][NH:24][CH:21]=[O:23])=[CH:4][NH:5][C:6]1=[S:20])[CH2:9]2 |f:1.2|. Procedure details: A mixture of (S)-5-hydroxymethyl-1-(5,7-difluoro-1,2,3,4-tetrahydronaphthalen-2-yl)-1,3-dihydroimidazole-2-thione (1.0 g, 3.5 mmol), prepared as in Example 18, and ammonium formate (10 g, 158.6 mmol) was stirred at approximately 125° C. for 1 hour. The mixture was then heated to approximately 138° C. and stirred for an additional 35 minutes. The mixture was diluted with 25 mL of water and allowed to cool to room temperature. The mixture was aged for approximately 18 hours giving a crystalline ma... Starting materials: FC(F)(F)c1ccc(CBr)o1, O=C([O-])[O-], CC(C)=O, [Cs+], [Cs+], O=C1Nc2ccccc2C12COc1cc3c(cc12)OCO3. The product is O=C1N(Cc2ccc(C(F)(F)F)o2)c2ccccc2C12COc1cc3c(cc12)OCO3. RXN SMILES: [Br:28][CH2:29][c:30]1[o:31][c:32]([C:35]([F:36])([F:37])[F:38])[cH:33][cH:34]1.[C:22](=[O:23])([O-:24])[O-:25].[CH3:39][C:40](=[O:41])[CH3:42].[Cs+:26].[Cs+:27].[NH:1]1[C:2](=[O:21])[C:3]2([CH2:4][O:5][c:6]3[c:7]2[cH:8][c:9]2[c:10]([cH:14]3)[O:11][CH2:12][O:13]2)[c:15]2[cH:16][cH:17][cH:18][cH:19][c:20]21>>[N:1]1([CH2:29][c:30]2[o:31][c:32]([C:35]([F:36])([F:37])[F:38])[cH:33][cH:34]2)[C:2](=[O:21])[C:3]2([CH2:4][O:5][c:6]3[c:7]2[cH:8][c:9]2[c:10]([cH:14]3)[O:11][CH2:12][O:13]2)[c:15]2[cH:16][cH:17][cH:18][cH:19][c:20]21.